From a dataset of the Open Reaction Database (ORD), a public repository of structured organic reaction records. describe an organic reaction: reactants, conditions, products, and yield Starting materials: COc1ccccc1, O=S(=O)([O-])C(F)(F)F, O=S(=O)([O-])C(F)(F)F, O=S(=O)([O-])C(F)(F)F, O=C(Cl)c1ccc(I)cc1, C[N+](=O)[O-], [Yb+3]. The product is COc1ccc(C(=O)c2ccc(I)cc2)cc1. As a reaction SMILES: [CH3:1][O:2][c:3]1[cH:4][cH:5][cH:6][cH:7][cH:8]1.[F:19][C:20]([F:21])([F:22])[S:23]([O-:24])(=[O:25])=[O:26].[F:28][C:29]([F:30])([F:31])[S:32]([O-:33])(=[O:34])=[O:35].[F:36][C:37]([F:38])([F:39])[S:40]([O-:41])(=[O:42])=[O:43].[I:9][c:10]1[cH:11][cH:12][c:13]([C:14](=[O:15])[Cl:16])[cH:17][cH:18]1.[N+:44]([CH3:45])([O-:46])=[O:47].[Yb+3:27]>>[CH3:1][O:2][c:3]1[cH:4][cH:5][c:6]([C:14]([c:13]2[cH:12][cH:11][c:10]([I:9])[cH:18][cH:17]2)=[O:15])[cH:7][cH:8]1.